From a dataset of the Open Reaction Database (ORD), a public repository of structured organic reaction records. describe an organic reaction: reactants, conditions, products, and yield Reactants: C(C1=CC=CC=C1)C1C(CCC2=CC=C(C=C12)C#N)NC(OC(C)(C)C)=O (Tert-butyl 1-benzyl-7-cyano-1,2,3,4-tetrahydronaphthalen-2-ylcarbamate), Cl (hydrochloric acid). The solvent is ClCCl (dichloromethane), C(C)(C)O (isopropanol). Reaction conditions: time 12 hour. Product: NC1CCC=2C=CC(=CC2C1CC1=CC=CC=C1)C#N (7-Amino-8-benzyl-5,6,7,8-tetrahydronaphthalene-2-carbonitrile). As a reaction SMILES: [CH2:1]([CH:8]1[C:17]2[C:12](=[CH:13][CH:14]=[C:15]([C:18]#[N:19])[CH:16]=2)[CH2:11][CH2:10][CH:9]1[NH:20]C(=O)OC(C)(C)C)[C:2]1[CH:7]=[CH:6][CH:5]=[CH:4][CH:3]=1.Cl>ClCCl.C(O)(C)C>[NH2:20][CH:9]1[CH:8]([CH2:1][C:2]2[CH:3]=[CH:4][CH:5]=[CH:6][CH:7]=2)[C:17]2[CH:16]=[C:15]([C:18]#[N:19])[CH:14]=[CH:13][C:12]=2[CH2:11][CH2:10]1. Reported procedure: Tert-butyl 1-benzyl-7-cyano-1,2,3,4-tetrahydronaphthalen-2-ylcarbamate (1.1 g, 3.03 mmol) was dissolved in dichloromethane (20 mL) and 5 M hydrochloric acid in isopropanol (2 mL) was added. The reaction mixture was stirred at room temperature for 12 h followed by 4 h at 35° C. The solvent was evaporated in vacuo. Water (30 mL) was added and the pH was adjusted to pH 9 using aqueous saturated sodium bicarbonate solution. The aqueous layer was extracted with dichloromethane. The combined extracts ... Starting materials: CC(C)([O-])C.[Na+] (Sodium tert-butoxide), (R)-1-[(S)-2-(dicyclohexylphosphino)ferrocenyl]ethyl-di-tert-butylphosphine, ClC=1C(=C2C(=NC1)NC=C2)C(=NN)C2C(CC(C2)OCC2=CC=C(C=C2)OC)CC (5-chloro-4-((2-ethyl-4-(4-methoxybenzyloxy)cyclopentyl)(hydrazono)methyl)-1H-pyrrolo[2,3-b]pyridine), CN1CCCC1=O (NMP). The reagents and catalysts are C(C)(=O)[O-].[Pd+2].C(C)(=O)[O-] (palladium(II) acetate). Run in CCOC(=O)C (EtOAc). Run at temperature 150 celsius. Yields the product C(C)[C@@H]1[C@H](C[C@@H](C1)OCC1=CC=C(C=C1)OC)C1=NNC=2C1=C1C(=NC2)NC=C1 (1-((1S,2S,4R)-2-ethyl-4-(4-methoxybenzyloxy)cyclopentyl)-3,6-dihydropyrazolo[4,3-d]pyrrolo[2,3-b]pyridine), C(C)[C@H]1[C@@H](C[C@H](C1)OCC1=CC=C(C=C1)OC)C1=NNC=2C1=C1C(=NC2)NC=C1 (1-((1R,2R,4S)-2-ethyl-4-(4-methoxybenzyloxy)cyclopentyl)-3,6-dihydropyrazolo[4,3-d]pyrrolo[2,3-b]pyridine). Yield: 14.1%. As a reaction SMILES: Cl[C:2]1[C:3]([C:11]([CH:14]2[CH2:18][CH:17]([O:19][CH2:20][C:21]3[CH:26]=[CH:25][C:24]([O:27][CH3:28])=[CH:23][CH:22]=3)[CH2:16][CH:15]2[CH2:29][CH3:30])=[N:12][NH2:13])=[C:4]2[CH:10]=[CH:9][NH:8][C:5]2=[N:6][CH:7]=1.CN1C(=O)CCC1.CC(C)([O-])C.[Na+]>C([O-])(=O)C.[Pd+2].C([O-])(=O)C.CCOC(C)=O>[CH2:29]([C@H:15]1[CH2:16][C@@H:17]([O:19][CH2:20][C:21]2[CH:26]=[CH:25][C:24]([O:27][CH3:28])=[CH:23][CH:22]=2)[CH2:18][C@@H:14]1[C:11]1[C:3]2=[C:4]3[CH:10]=[CH:9][NH:8][C:5]3=[N:6][CH:7]=[C:2]2[NH:13][N:12]=1)[CH3:30].[CH2:29]([C@@H:15]1[CH2:16][C@H:17]([O:19][CH2:20][C:21]2[CH:26]=[CH:25][C:24]([O:27][CH3:28])=[CH:23][CH:22]=2)[CH2:18][C@H:14]1[C:11]1[C:3]2=[C:4]3[CH:10]=[CH:9][NH:8][C:5]3=[N:6][CH:7]=[C:2]2[NH:13][N:12]=1)[CH3:30] |f:2.3,4.5.6|. Procedure details: A microwave reaction vial was charged with 5-chloro-4-((2-ethyl-4-(4-methoxybenzyloxy)cyclopentyl)(hydrazono)methyl)-1H-pyrrolo[2,3-b]pyridine (0.900 g, 2.11 mmol) and NMP (14.1 mL). Sodium tert-butoxide (0.506 g, 5.27 mmol), palladium(II) acetate (0.047 g, 0.211 mmol) and ((R)-1-[(S)-2-(dicyclohexylphosphino)ferrocenyl]ethyl-di-tert-butylphosphine (0.117 g, 0.211 mmol) were added sequentially and the mixture was heated in a microwave at about 150° C. for about 1 h (250 psi maximum pressure, 1 m... Starting materials: [OH-].[Na+] (sodium hydroxide), Cl (hydrogen chloride), CC1=C(N)C(=CC=C1)C (2,6-dimethylaniline), Cl (HCl), resultant mixture, C1=C(C=CC=C1O)C (m-cresol), CNC#N (methyl cyanamide). The product is CC1=C(C(=CC=C1)C)NC(=N)NC (1-(2,6-dimethylphenyl)-3-methylguanidine). Reported procedure: To 40.5 g. (0.315 mole) of 2,6-dimethylaniline is added 0.4 moles of ethereal HCl and 200 ml. of m-cresol. The mixture is then stirred and heated on a steam bath to drive off the ether and excess hydrogen chloride. To the resultant mixture is then added 17.7 g. (0.315 mole) of methyl cyanamide then heated for 2 hours on a steam bath. The reaction mixture is then cooled, added to 150 ml. of conc. sodium hydroxide solution, cooled and extracted with 2 liters of ether. The ether layer is washed wit... Reaction SMILES: [CH3:1][C:2]1[CH:8]=[CH:7][CH:6]=[C:5]([CH3:9])[C:3]=1[NH2:4].Cl.C1C(O)=CC=CC=1C.[CH3:19][NH:20][C:21]#[N:22].[OH-].[Na+]>CCOCC>[CH3:1][C:2]1[CH:8]=[CH:7][CH:6]=[C:5]([CH3:9])[C:3]=1[NH:4][C:21]([NH:20][CH3:19])=[NH:22] |f:4.5|. Solvent: CCOCC (ether). Starting materials: CC(C(C)=O)C (3-methyl-2-butanone), C(C=C)#N (acrylonitrile), Cl (hydrochloric acid). Run at temperature 35 celsius, time 18 hour. The product is CC(CCC#N)(C(C)=O)C (4,4-Dimethyl-5-Oxohexane-Nitrile). Reaction SMILES: [CH3:1][CH:2]([CH3:6])[C:3](=[O:5])[CH3:4].[C:7](#[N:10])[CH:8]=[CH2:9].Cl>>[CH3:1][C:2]([CH3:6])([C:3](=[O:5])[CH3:4])[CH2:9][CH2:8][C:7]#[N:10]. Procedure details: A mixture of 40 g of 3-methyl-2-butanone and 2 g of Triton B was heated to 35° C., and 20 g of acrylonitrile was added to the mixture over a period of 1 hour. Then, the mixture was stirred for 18 hours, and hydrochloric acid was added to the mixture to make the mixture acidic and the mixture was extracted with ether. Reaction SMILES: [Br:13][c:14]1[cH:15][c:16]([F:24])[c:17]([O:20][CH2:21][O:22][CH3:23])[cH:18][cH:19]1.[CH2:8]([Li:9])[CH2:10][CH2:11][CH3:12].[CH3:32][N:33]([CH3:34])[CH:35]=[O:36].[CH:1]([NH:2][CH:3]([CH3:4])[CH3:5])([CH3:6])[CH3:7].[Cl-:25].[NH4+:26].[O:27]1[CH2:28][CH2:31][CH2:30][CH2:29]1>>[Br:13][c:14]1[c:15]([CH:28]=[O:27])[c:16]([F:24])[c:17]([O:20][CH2:21][O:22][CH3:23])[cH:18][cH:19]1. Yields the product COCOc1ccc(Br)c(C=O)c1F. Reactants: COCOc1ccc(Br)cc1F, [Li]CCCC, CN(C)C=O, CC(C)NC(C)C, [Cl-], [NH4+], C1CCOC1. Starting materials: Cc1cnc(CN(C2CCNCC2)C2CCCc3cccnc32)c(C)c1, CCN(C(C)C)C(C)C, CN(C)C=O, O=C(Nc1ncc[nH]1)n1ccnc1. The product is Cc1cnc(CN(C2CCN(C(=O)Nc3ncc[nH]3)CC2)C2CCCc3cccnc32)c(C)c1. Reaction SMILES: [CH3:1][c:2]1[c:3]([CH2:9][N:10]([CH:11]2[CH2:12][CH2:13][CH2:14][c:15]3[cH:16][cH:17][cH:18][n:19][c:20]32)[CH:21]2[CH2:22][CH2:23][NH:24][CH2:25][CH2:26]2)[n:4][cH:5][c:6]([CH3:8])[cH:7]1.[CH:27]([N:28]([CH2:29][CH3:30])[CH:31]([CH3:32])[CH3:33])([CH3:34])[CH3:35].[O:49]=[CH:50][N:51]([CH3:52])[CH3:53].[nH:36]1[c:37]([NH:41][C:42](=[O:43])[n:44]2[cH:45][cH:46][n:47][cH:48]2)[n:38][cH:39][cH:40]1>>[CH3:1][c:2]1[c:3]([CH2:9][N:10]([CH:11]2[CH2:12][CH2:13][CH2:14][c:15]3[cH:16][cH:17][cH:18][n:19][c:20]32)[CH:21]2[CH2:22][CH2:23][N:24]([C:42]([NH:41][c:37]3[nH:36][cH:40][cH:39][n:38]3)=[O:43])[CH2:25][CH2:26]2)[n:4][cH:5][c:6]([CH3:8])[cH:7]1. The reactants are O=C1N=C2C(=CC=CC2=C2C1CCO2)C (4-Oxo-6-methyl-2,3-dihydrofuro[3,2-c]quinoline), COC1=C(N)C=CC=C1 (2-methoxyaniline). Run in C(COCCO)O (diethylene glycol), salt, O (water). Reaction conditions: temperature 250 celsius. Product: COC1=C(C=CC=C1)N1CCC=2C(NC=3C(=CC=CC3C21)C)=O (1-(2-methoxyphenyl)-4-oxo-6-methyl-2,3,4,5-tetrahydropyrrolo[3,2-c]quinoline). Isolated yield 79.0%. As a reaction SMILES: [O:1]=[C:2]1[CH:11]2[CH2:12][CH2:13]O[C:10]2=[C:9]2[C:4]([C:5]([CH3:15])=[CH:6][CH:7]=[CH:8]2)=[N:3]1.[CH3:16][O:17][C:18]1[CH:24]=[CH:23][CH:22]=[CH:21][C:19]=1[NH2:20]>C(O)COCCO.O>[CH3:16][O:17][C:18]1[CH:24]=[CH:23][CH:22]=[CH:21][C:19]=1[N:20]1[C:10]2[C:9]3[CH:8]=[CH:7][CH:6]=[C:5]([CH3:15])[C:4]=3[NH:3][C:2](=[O:1])[C:11]=2[CH2:12][CH2:13]1. Reported procedure: 4-Oxo-6-methyl-2,3-dihydrofuro[3,2-c]quinoline (201 mg, 1.0 mmol) was dissolved in 10 ml of diethylene glycol and 2-methoxyaniline (282 μl, 2.5 mmol) was added under nitrogen. The reaction mixture was heated at 250° C. for 15 hours. The reaction mixture was diluted with 20 ml of salt water and the aqueous layer was extracted with methylene chloride (15 ml×3). After washing with water (15 ml×3), the organic layer was dried by anhydrous magnesium sulfate and filtered, and concentrated under reduce... Starting materials: BrC(=O)Br (bromoketone), C1(=CC=CC=C1)SC (thioanisole), C(C)(=O)Cl (acetyl chloride). Yields the product CC(=O)C1=CC=C(C=C1)SC (4-(methylthio)acetophenone). RXN SMILES: BrC(Br)=O.[C:5]1([S:11][CH3:12])[CH:10]=[CH:9][CH:8]=[CH:7][CH:6]=1.[C:13](Cl)(=[O:15])[CH3:14]>>[CH3:14][C:13]([C:8]1[CH:9]=[CH:10][C:5]([S:11][CH3:12])=[CH:6][CH:7]=1)=[O:15]. Procedure: The synthesis of bromoketone 2 begins with the Friedel-Crafts reaction between thioanisole and acetyl chloride, to give 4-(methylthio)acetophenone 3 herein referred to as ketosulfide 3).